This data is from the Open Reaction Database (ORD), a public repository of structured organic reaction records. The task is: describe an organic reaction: reactants, conditions, products, and yield Reactants: Cl[Sn]Cl (SnCl2), aqueous solution, N(=O)[O-].[Na+] (NaNO2), BrC1=C(N)C=CC(=C1)F (2-bromo-4-fluoroaniline). The solvent is Cl (HCl), Cl (HCl). Run at temperature 0 celsius, time 2.5 hour. Yields the product [Cl-].BrC1=C(C=CC(=C1)F)N[NH3+] (2-(2-bromo-4-fluorophenyl)hydrazinium chloride). Reaction SMILES: [Br:1][C:2]1[CH:8]=[C:7]([F:9])[CH:6]=[CH:5][C:3]=1[NH2:4].[N:10]([O-])=O.[Na+].[Cl:14][Sn]Cl>Cl>[Cl-:14].[Br:1][C:2]1[CH:8]=[C:7]([F:9])[CH:6]=[CH:5][C:3]=1[NH:4][NH3+:10] |f:1.2,5.6|. Procedure: To a suspension of 2-bromo-4-fluoroaniline in concentrated HCl (1.5M) at −10° C. was slowly added a 10.0M aqueous solution of NaNO2 (1.1 eq). The mixture was stirred at 0° C. for 2.5 hrs. A cold (−30° C.) solution of SnCl2 (3.8M) in concentrated HCl was then slowly added while maintaining the internal temperature below 10° C. The resulting mixture was stirred mechanically for 20 min at 0, then at room temperature for 1 hr. The thick slurry was filtered and the solid was air dried overnight. The ... Starting materials: BrC1=CC=2C3=C(C=NC2C=C1)N(C(N3C=3C(=NN(C3)C)C)=O)C (8-bromo-1-(1,3-dimethyl-1H-pyrazol-4-yl)-3-methyl-1,3-dihydro-imidazo[4,5-c]quinolin-2-one), BrC1=CC=2C3=C(C=NC2C=C1)N(C(N3C=3C(=NN(C3)C)C)=O)C (8-bromo-1-(1,3-dimethyl-1H-pyrazol-4-yl)-3-methyl-1,3-dihydro-imidazo[4,5-c]quinolin-2-one), C(CC)OC1=NC=C(C=C1)B1OC(C(O1)(C)C)(C)C (2-propoxy-5-(4,4,5,5-tetramethyl-[1,3,2]dioxaborolan-2-yl)-pyridine). Product: CN1N=C(C(=C1)N1C(N(C=2C=NC=3C=CC(=CC3C21)C=2C=NC(=CC2)OCCC)C)=O)C (1-(1,3-Dimethyl-1H-pyrazol-4-yl)-3-methyl-8-(6-propoxy-pyridin-3-yl)-1,3-dihydro-imidazo[4,5-c]quinolin-2-one). As a reaction SMILES: Br[C:2]1[CH:11]=[CH:10][C:9]2[N:8]=[CH:7][C:6]3[N:12]([CH3:23])[C:13](=[O:22])[N:14]([C:15]4[C:16]([CH3:21])=[N:17][N:18]([CH3:20])[CH:19]=4)[C:5]=3[C:4]=2[CH:3]=1.[CH2:24]([O:27][C:28]1[CH:33]=[CH:32][C:31](B2OC(C)(C)C(C)(C)O2)=[CH:30][N:29]=1)[CH2:25][CH3:26]>>[CH3:20][N:18]1[CH:19]=[C:15]([N:14]2[C:5]3[C:4]4[CH:3]=[C:2]([C:31]5[CH:30]=[N:29][C:28]([O:27][CH2:24][CH2:25][CH3:26])=[CH:33][CH:32]=5)[CH:11]=[CH:10][C:9]=4[N:8]=[CH:7][C:6]=3[N:12]([CH3:23])[C:13]2=[O:22])[C:16]([CH3:21])=[N:17]1. Procedure details: The title compound was synthesized in a similar manner as described for Example 1.1 using 8-bromo-1-(1,3-dimethyl-1H-pyrazol-4-yl)-3-methyl-1,3-dihydro-imidazo[4,5-c]quinolin-2-one (Intermediate A) and 2-propoxy-5-(4,4,5,5-tetramethyl-[1,3,2]dioxaborolan-2-yl)-pyridine (stage 55.1.1) to give the title compound as a white solid. (HPLC: tR 2.87 min (Method A); M+H=429 MS-ES; 1H-NMR (d6-DMSO, 400 MHz) 8.95 (s, 1H), 8.28 (s, 1H), 8.15-8.11 (m, 1H), 8.11-8.05 (m, 1H), 7.92-7.86 (m, 1H), 7.79-7.73 (m,... Reactants: Oc1ccc(Br)nc1, O=C([O-])[O-], CC(C)c1noc(N2CCC(COS(C)(=O)=O)CC2)n1, [K+], [K+], CN(C)C=O, O. Product: CC(C)c1noc(N2CCC(COc3ccc(Br)nc3)CC2)n1. RXN SMILES: [Br:1][c:2]1[cH:3][cH:4][c:5]([OH:8])[cH:6][n:7]1.[C:29](=[O:30])([O-:31])[O-:32].[CH3:9][S:10]([O:11][CH2:14][CH:15]1[CH2:16][CH2:17][N:18]([c:21]2[n:22][c:23]([CH:26]([CH3:27])[CH3:28])[n:24][o:25]2)[CH2:19][CH2:20]1)(=[O:12])=[O:13].[K+:33].[K+:34].[O:35]=[CH:36][N:37]([CH3:38])[CH3:39].[OH2:40]>>[Br:1][c:2]1[cH:3][cH:4][c:5]([O:8][CH2:14][CH:15]2[CH2:16][CH2:17][N:18]([c:21]3[n:22][c:23]([CH:26]([CH3:27])[CH3:28])[n:24][o:25]3)[CH2:19][CH2:20]2)[cH:6][n:7]1.